This data is from the Open Reaction Database (ORD), a public repository of structured organic reaction records. The task is: describe an organic reaction: reactants, conditions, products, and yield Reactants: Cl.C(C)OC(=O)[C@@H](CCC1=CC=CC=C1)N[C@H]1COC2=C(N(C1=O)CC(=O)OCC1=CC=CC=C1)C=CC=C2 (benzyl 3(S)-[1(R)-ethoxycarbonyl-3-phenylpropyl]amino-4-oxo-2,3,4,5-tetrahydro-1,5-benzoxazepine-5-acetate hydrochloride). The reagents and catalysts are [C].[Pd] (palladium-carbon). Solvent: C(C)O (ethanol). Product: Cl.C(C)OC(=O)[C@@H](CCC1=CC=CC=C1)N[C@H]1COC2=C(N(C1=O)CC(=O)O)C=CC=C2 (3(S)-[1(R)-ethoxycarbonyl-3-phenylpropyl]amino-4-oxo-2,3,4,5-tetrahydro-1,5-benzoxazepine-5-acetic acid hydrochloride). The yield is 90.5%. Reaction SMILES: [ClH:1].[CH2:2]([O:4][C:5]([C@H:7]([NH:16][C@@H:17]1[C:23](=[O:24])[N:22]([CH2:25][C:26]([O:28]CC2C=CC=CC=2)=[O:27])[C:21]2[CH:36]=[CH:37][CH:38]=[CH:39][C:20]=2[O:19][CH2:18]1)[CH2:8][CH2:9][C:10]1[CH:15]=[CH:14][CH:13]=[CH:12][CH:11]=1)=[O:6])[CH3:3]>C(O)C.[C].[Pd]>[ClH:1].[CH2:2]([O:4][C:5]([C@H:7]([NH:16][C@@H:17]1[C:23](=[O:24])[N:22]([CH2:25][C:26]([OH:28])=[O:27])[C:21]2[CH:36]=[CH:37][CH:38]=[CH:39][C:20]=2[O:19][CH2:18]1)[CH2:8][CH2:9][C:10]1[CH:11]=[CH:12][CH:13]=[CH:14][CH:15]=1)=[O:6])[CH3:3] |f:0.1,3.4,5.6|. Procedure: In 100 ml of ethanol is dissolved 0.7 g of benzyl 3(S)-[1(R)-ethoxycarbonyl-3-phenylpropyl]amino-4-oxo-2,3,4,5-tetrahydro-1,5-benzoxazepine-5-acetate hydrochloride obtained in Example 16, and catalytic reduction is conducted at ordinary temperature and under atmospheric pressure using 0.5 g 10% palladium-carbon (containing 50% moisture) as a catalyst, when the absorption of hydrogen stops, the catalyst is filtered off and the filtrate is concentrated under reduced pressure. Petroleum ether is ad...